This data is from the Open Reaction Database (ORD), a public repository of structured organic reaction records. The task is: describe an organic reaction: reactants, conditions, products, and yield Reactants: [H-].[Na+] (NaH), [N+](=O)([O-])C1=CC=C(N)C=C1 (4-nitroaniline), Cl.CN(CCCl)C (2-(dimethylamino)ethyl chloride hydrochloride). Run in CN(C)C=O (DMF). Reaction conditions: temperature 60 celsius, time 2 hour. Yields the product CN(CCNC1=CC=C(C=C1)[N+](=O)[O-])C (N,N-dimethyl-N′-(4-nitro-phenyl)-ethane-1,2-diamine). Yield: 55.9%. As a reaction SMILES: [N+:1]([C:4]1[CH:10]=[CH:9][C:7]([NH2:8])=[CH:6][CH:5]=1)([O-:3])=[O:2].[H-].[Na+].Cl.[CH3:14][N:15]([CH3:19])[CH2:16][CH2:17]Cl>CN(C=O)C>[CH3:14][N:15]([CH3:19])[CH2:16][CH2:17][NH:8][C:7]1[CH:9]=[CH:10][C:4]([N+:1]([O-:3])=[O:2])=[CH:5][CH:6]=1 |f:1.2,3.4|. Reported procedure: To a solution containing 2.76 g of 4-nitroaniline (20 mmol) in 20 mL DMF was added 1.60 g of NaH (60% dispension in oil, 40 mmol). After 2 hours at room temperature, 2-(dimethylamino)ethyl chloride hydrochloride (3.46 g, 24 mmol) was added, and the reaction mixture was heated at 60° C. for 12 hours. The solvent was evaporated in vacuo to yield a residue which was partitioned between ethyl acetate and brine. The organic phase was dried over anhydrous sodium sulphate, filtered, and concentrated in... Starting materials: CCN=C=NCCCN(C)C, CCN(C(C)C)C(C)C, O=C(O)c1[nH]c2ccccc2c1Cl, ClCCl, CC(C)(C)OC(=O)Cn1ccc2ccc(N)cc21, CN(C)C=O, On1nnc2ccccc21. Yields the product CC(C)(C)OC(=O)Cn1ccc2ccc(NC(=O)c3[nH]c4ccccc4c3Cl)cc21. RXN SMILES: [CH3:10][CH2:11][N:12]=[C:13]=[N:14][CH2:15][CH2:16][CH2:17][N:18]([CH3:19])[CH3:20].[CH:1]([N:2]([CH2:3][CH3:4])[CH:5]([CH3:6])[CH3:7])([CH3:8])[CH3:9].[Cl:31][c:32]1[c:33]([C:41](=[O:42])[OH:43])[nH:34][c:35]2[cH:36][cH:37][cH:38][cH:39][c:40]12.[Cl:67][CH2:68][Cl:69].[NH2:44][c:45]1[cH:46][cH:47][c:48]2[cH:49][cH:50][n:51]([CH2:54][C:55](=[O:56])[O:57][C:58]([CH3:59])([CH3:60])[CH3:61])[c:52]2[cH:53]1.[O:62]=[CH:63][N:64]([CH3:65])[CH3:66].[OH:21][n:22]1[c:23]2[c:24]([cH:25][cH:26][cH:27][cH:28]2)[n:29][n:30]1>>[Cl:31][c:32]1[c:33]([C:41](=[O:43])[NH:44][c:45]2[cH:46][cH:47][c:48]3[cH:49][cH:50][n:51]([CH2:54][C:55](=[O:56])[O:57][C:58]([CH3:59])([CH3:60])[CH3:61])[c:52]3[cH:53]2)[nH:34][c:35]2[cH:36][cH:37][cH:38][cH:39][c:40]12. Reactants: NC=1C(=CC=C2C=C(C=NC12)C)O (8-amino-7-hydroxy-3-methylquinoline), C(C)(OCC)(OCC)OCC (triethyl orthoacetate). Solvent: petroleum ether. The product is CC=1OC=2C=CC=3C=C(C=NC3C2N1)C (2,7-Dimethyloxazolo[5,4-h]quinoline). Reaction SMILES: [NH2:1][C:2]1[C:3]([OH:13])=[CH:4][CH:5]=[C:6]2[C:11]=1[N:10]=[CH:9][C:8]([CH3:12])=[CH:7]2.[C:14](OCC)(OCC)(OCC)[CH3:15]>>[CH3:14][C:15]1[O:13][C:3]2[CH:4]=[CH:5][C:6]3[CH:7]=[C:8]([CH3:12])[CH:9]=[N:10][C:11]=3[C:2]=2[N:1]=1. Reported procedure: 3.48 g (20 mmol) of 8-amino-7-hydroxy-3-methylquinoline and 16.2 g (100 mmol) of triethyl orthoacetate are heated at 100° C. for 1 hour. The reaction mixture is then allowed to cool to room temperature, 50 ml of petroleum ether are added while stirring vigorously, and the precipitate is filtered off with suction. Starting materials: O (water), S(=O)(=O)(C1=CC=C(C)C=C1)Cl (Tosyl chloride), IC=1C=CC=2NC3=CC=CC=C3C2C1 (3-iodocarbazole), [OH-].[K+] (KOH). Solvent: CC(=O)C (acetone), C(Cl)Cl.CCO (CH2Cl2 EtOH). Run at time 30 minute. The product is IC=1C=CC=2N(C3=CC=CC=C3C2C1)S(=O)(=O)C1=CC=C(C)C=C1 (3-iodo-9-tosylcarbazole). Isolated yield 61.5%. As a reaction SMILES: [S:1](Cl)([C:4]1[CH:10]=[CH:9][C:7]([CH3:8])=[CH:6][CH:5]=1)(=[O:3])=[O:2].[I:12][C:13]1[CH:14]=[CH:15][C:16]2[NH:17][C:18]3[C:23]([C:24]=2[CH:25]=1)=[CH:22][CH:21]=[CH:20][CH:19]=3.[OH-].[K+].O>CC(C)=O.C(Cl)Cl.CCO>[I:12][C:13]1[CH:14]=[CH:15][C:16]2[N:17]([S:1]([C:4]3[CH:10]=[CH:9][C:7]([CH3:8])=[CH:6][CH:5]=3)(=[O:3])=[O:2])[C:18]3[C:23]([C:24]=2[CH:25]=1)=[CH:22][CH:21]=[CH:20][CH:19]=3 |f:2.3,6.7|. Procedure: Tosyl chloride (8.4 g, 44 mmol) was added to a solution of 3-iodocarbazole (11.7 g, 40 mmol) and grounded KOH (2.7 g, 48 mmol) in 200 mL of acetone. The mixture was refluxed for 3 hours, and then cooled down. It was poured into 1 L of cold water while stirring. After sitting for 30 minutes, the liquid was decanted. The crude product was thus obtained as sticky solid on the beaker wall. About 11 g of pure 3-iodo-9-tosylcarbazole was obtained after recystallization from CH2Cl2/EtOH. Reaction SMILES: [CH3:38][O:39][CH2:40][CH2:41][S:42](=[O:43])(=[O:44])[c:45]1[cH:46][cH:47][c:48]([B:51]([OH:52])[OH:53])[cH:49][cH:50]1.[Na+:54].[Na+:55].[O-:56][C:57](=[O:58])[O-:59].[O:60]1[CH2:61][CH2:62][O:63][CH2:64][CH2:65]1.[Pd:66]([Cl:67])[Cl:68].[c:1]1([S:7](=[O:8])(=[O:9])[n:10]2[c:11]([C:20](=[CH:21][CH:22]3[CH2:23][CH2:24][CH2:25][CH2:26]3)[O:27][S:28]([c:29]3[cH:30][cH:31][c:32]([CH3:33])[cH:34][cH:35]3)(=[O:36])=[O:37])[cH:12][c:13]3[c:14]2[n:15][cH:16][c:17]([F:19])[cH:18]3)[cH:2][cH:3][cH:4][cH:5][cH:6]1.[c:69]1([P:70]([c:71]2[cH:72][cH:73][cH:74][cH:75][cH:76]2)[c:77]2[cH:78][cH:79][cH:80][cH:81][cH:82]2)[cH:83][cH:84][cH:85][cH:86][cH:87]1.[c:88]1([P:89]([c:90]2[cH:91][cH:92][cH:93][cH:94][cH:95]2)[c:96]2[cH:97][cH:98][cH:99][cH:100][cH:101]2)[cH:102][cH:103][cH:104][cH:105][cH:106]1>>[c:1]1([S:7](=[O:8])(=[O:9])[n:10]2[c:11]([C:20](=[CH:21][CH:22]3[CH2:23][CH2:24][CH2:25][CH2:26]3)[c:48]3[cH:47][cH:46][c:45]([S:42]([CH2:41][CH2:40][O:39][CH3:38])(=[O:43])=[O:44])[cH:50][cH:49]3)[cH:12][c:13]3[c:14]2[n:15][cH:16][c:17]([F:19])[cH:18]3)[cH:2][cH:3][cH:4][cH:5][cH:6]1. Reactants: COCCS(=O)(=O)c1ccc(B(O)O)cc1, [Na+], [Na+], O=C([O-])[O-], C1COCCO1, Cl[Pd]Cl, Cc1ccc(S(=O)(=O)OC(=CC2CCCC2)c2cc3cc(F)cnc3n2S(=O)(=O)c2ccccc2)cc1, c1ccc(P(c2ccccc2)c2ccccc2)cc1, c1ccc(P(c2ccccc2)c2ccccc2)cc1. Yields the product COCCS(=O)(=O)c1ccc(C(=CC2CCCC2)c2cc3cc(F)cnc3n2S(=O)(=O)c2ccccc2)cc1. The reactants are N(CC(=O)N[C@@H](CC1=CC=CC=C1)C(=O)NCC(=O)OCC1=CC=CC=C1)C(=O)OC(C)(C)C (Boc-Gly-Phe-Gly-OBzl). The reagents and catalysts are [Pd] (Pd-C). Run in C(C)(=O)OCC (ethyl acetate). The product is N(CC(=O)N[C@@H](CC1=CC=CC=C1)C(=O)NCC(=O)O)C(=O)OC(C)(C)C (Boc-Gly-Phe-Gly-OH). Isolated yield 98.0%. As a reaction SMILES: [NH:1]([C:28]([O:30][C:31]([CH3:34])([CH3:33])[CH3:32])=[O:29])[CH2:2][C:3]([NH:5][C@H:6]([C:14]([NH:16][CH2:17][C:18]([O:20]CC1C=CC=CC=1)=[O:19])=[O:15])[CH2:7][C:8]1[CH:13]=[CH:12][CH:11]=[CH:10][CH:9]=1)=[O:4]>C(OCC)(=O)C.[Pd]>[NH:1]([C:28]([O:30][C:31]([CH3:34])([CH3:33])[CH3:32])=[O:29])[CH2:2][C:3]([NH:5][C@H:6]([C:14]([NH:16][CH2:17][C:18]([OH:20])=[O:19])=[O:15])[CH2:7][C:8]1[CH:13]=[CH:12][CH:11]=[CH:10][CH:9]=1)=[O:4]. Procedure: The resulting Boc-Gly-Phe-Gly-OBzl (1.78 g) was dissolved in ethyl acetate (60 ml) and subjected to catalytic reduction for 24 hours in the presence of 5%-Pd-C (1.8 g). The catalyst was removed by filtration and the filtrate was concentrated under reduced pressure to obtain Boc-Gly-Phe-Gly-OH (1.41 g).